From a dataset of the Open Reaction Database (ORD), a public repository of structured organic reaction records. describe an organic reaction: reactants, conditions, products, and yield The reactants are C(C)(C)(C)OC(=O)C=1C=CC(=NC1)NCCC1=C(C=CC(=C1)Br)OCC1=CC=CC=C1 (tert-butyl2-[N-(2-benzyloxy-5-bromophenethyl)-amino]-5-pyridinecarboxylate), [H-].[Na+] (sodium hydride), ICC (iodoethane). Solvent: C(C)OCC (diethyl ether), CN(C)C=O (DMF). Run at time 15 minute. The product is C(C1=CC=CC=C1)OC1=C(CCN(CC)C2=NC=C(C=C2)C(=O)OC(C)(C)C)C=C(C=C1)Br (tert-butyl 2-[N-(2-benzyloxy-5-bromophenethyl)-N-ethylamino]-5-pyridine carboxylate). Reaction SMILES: [C:1]([O:5][C:6]([C:8]1[CH:9]=[CH:10][C:11]([NH:14][CH2:15][CH2:16][C:17]2[CH:22]=[C:21]([Br:23])[CH:20]=[CH:19][C:18]=2[O:24][CH2:25][C:26]2[CH:31]=[CH:30][CH:29]=[CH:28][CH:27]=2)=[N:12][CH:13]=1)=[O:7])([CH3:4])([CH3:3])[CH3:2].[H-].[Na+].I[CH2:35][CH3:36]>CN(C=O)C.C(OCC)C>[CH2:25]([O:24][C:18]1[CH:19]=[CH:20][C:21]([Br:23])=[CH:22][C:17]=1[CH2:16][CH2:15][N:14]([C:11]1[CH:10]=[CH:9][C:8]([C:6]([O:5][C:1]([CH3:4])([CH3:2])[CH3:3])=[O:7])=[CH:13][N:12]=1)[CH2:35][CH3:36])[C:26]1[CH:31]=[CH:30][CH:29]=[CH:28][CH:27]=1 |f:1.2|. Procedure details: A mixture of tert-butyl2-[N-(2-benzyloxy-5-bromophenethyl)-amino]-5-pyridinecarboxylate (850 mg), and sodium hydride (101 mg, 50% dispersion in oil) in DMF (20 ml) was stirred for 15 minutes then iodoethane (150 ml) was added and the mixture stirred for 2 hours. The mixture was diluted with diethyl ether (50 ml) washed with water, dried (MgSO4), filtered through silica gel, evaporated and the residue re-dissolved in dichloromethane and evaporated to give tert-butyl 2-[N-(2-benzyloxy-5-bromophene...